From a dataset of the Open Reaction Database (ORD), a public repository of structured organic reaction records. describe an organic reaction: reactants, conditions, products, and yield The reactants are ClC=1OC(=C(N1)C)C1=CC=C(C=C1)OC (2-chloro-5-(4-methoxyphenyl)-4-methyl-1,3-oxazole), Example 1A, C(C)#N (acetonitrile). The reagents and catalysts are Cl (HCl). Reaction conditions: time 20 minute. The product is COC1=CC=C(C=C1)C1=C(N=C(O1)NC=1C=CC=C2CCC(CC12)O)C (8-{[5-(4-methoxyphenyl)-4-methyl-1,3-oxazol-2-yl]amino}-1,2,3,4-tetrahydronaphthalen-2-ol). The yield is 9.0%. Reaction SMILES: Cl[C:2]1[O:3][C:4]([C:8]2[CH:13]=[CH:12][C:11]([O:14][CH3:15])=[CH:10][CH:9]=2)=[C:5]([CH3:7])[N:6]=1.[C:16](#[N:18])[CH3:17]>Cl>[CH3:15][O:14][C:11]1[CH:12]=[CH:13][C:8]([C:4]2[O:3][C:2]([NH:18][C:16]3[CH:13]=[CH:12][CH:11]=[C:10]4[C:17]=3[CH2:5][CH:4]([OH:3])[CH2:8][CH2:9]4)=[N:6][C:5]=2[CH3:7])=[CH:9][CH:10]=1. Procedure details: A mixture of Example 14D (0.840 g, 3.76 mmol) and Example 1A (1.04 g, 3.76 mmol) in acetonitrile (19 mL) was heated in a microwave reactor at 150° C. for 20 minutes. Two drops of aqueous concentrated HCl were added and the reaction was reheated in the microwave to 150° C. for 20 min. The volatiles were evaporated and the crude material was dissolved in tetrahydrofuran (20 mL), followed by addition of 10 mL 6N HCl. The mixture was stirred overnight at ambient temperature, then diluted with ethyl ... The reactants are FC(C1=C(CO)C=CC=C1)(F)F (2-trifluoromethyl benzyl alcohol), Br (HBr). Solvent: O (water). Product: FC(C1=C(CBr)C=CC=C1)(F)F (2-trifluoromethylbenzyl bromide). As a reaction SMILES: [F:1][C:2]([F:12])([F:11])[C:3]1[CH:10]=[CH:9][CH:8]=[CH:7][C:4]=1[CH2:5]O.[BrH:13]>O>[F:1][C:2]([F:12])([F:11])[C:3]1[CH:10]=[CH:9][CH:8]=[CH:7][C:4]=1[CH2:5][Br:13]. Procedure: A solution of 2-trifluoromethyl benzyl alcohol (1 g, 5.67 mmol) in aqueous HBr (6 mL) was stirred at 50° C. for 4 hrs. The reaction mixture was diluted with cold water and the product extracted with ethyl acetate. The organic layer was washed with saturated brine solution, dried over sodium sulphate and concentrated to afford 780 mg of 2-trifluoromethylbenzyl bromide. The reactants are C(C)(C)(C)C1=CC=C(C=C1)SCCCCOC=1C=C2C=CC(NC2=CC1)=O (6-[4-(4-tert. butylphenyl-mercapto)-butoxy]-carbostyril), OO (hydrogen peroxide). The product is C(C)(C)(C)C1=CC=C(C=C1)S(=O)CCCCOC=1C=C2C=CC(NC2=CC1)=O (6-[4-(4-tert. Butylphenyl-sulfinyl)-butoxy]-carbostyril). RXN SMILES: [C:1]([C:5]1[CH:10]=[CH:9][C:8]([S:11][CH2:12][CH2:13][CH2:14][CH2:15][O:16][C:17]2[CH:18]=[C:19]3[C:24](=[CH:25][CH:26]=2)[NH:23][C:22](=[O:27])[CH:21]=[CH:20]3)=[CH:7][CH:6]=1)([CH3:4])([CH3:3])[CH3:2].[OH:28]O>>[C:1]([C:5]1[CH:6]=[CH:7][C:8]([S:11]([CH2:12][CH2:13][CH2:14][CH2:15][O:16][C:17]2[CH:18]=[C:19]3[C:24](=[CH:25][CH:26]=2)[NH:23][C:22](=[O:27])[CH:21]=[CH:20]3)=[O:28])=[CH:9][CH:10]=1)([CH3:4])([CH3:2])[CH3:3]. Procedure: Prepared analogous to Example 123 from 6-[4-(4-tert. butylphenyl-mercapto)-butoxy]-carbostyril and hydrogen peroxide. The reactants are C(C#CCC)C1(C(CCC1)=O)C(=O)OCC=C (allyl 1-(2-pentynyl)-2-oxocyclopentanecarboxylate), C(C)#N (acetonitrile). The reagents and catalysts are C(C)(=O)[O-].[Pd+2].C(C)(=O)[O-] (palladium acetate). Product: C(C#CCC)C=1C(CCC1)=O (2-(2-pentynyl)-2-cyclopenten-1-one). The yield is 85.0%. Reaction SMILES: [CH2:1]([C:6]1(C(OCC=C)=O)[CH2:10][CH2:9][CH2:8][C:7]1=[O:11])[C:2]#[C:3][CH2:4][CH3:5].C(#N)C>C([O-])(=O)C.[Pd+2].C([O-])(=O)C>[CH2:1]([C:6]1[C:7](=[O:11])[CH2:8][CH2:9][CH:10]=1)[C:2]#[C:3][CH2:4][CH3:5] |f:2.3.4|. Procedure: A vessel was charged with 1 mole of allyl 1-(2-pentynyl)-2-oxocyclopentanecarboxylate of the following formula ##STR5## 20 moles of acetonitrile and 0.01 mole of palladium acetate. At room temperature, they were rapidly stirred. The mixture was then heated to the boiling point of the solvent, and the reaction was carried out under reflux for 30 minutes. After the reaction, the reaction mixture was distilled under reduced pressure in a customary manner to give 2-(2-pentynyl)-2-cyclopenten-1-one (... Starting materials: CC(=O)O[BH-](OC(C)=O)OC(C)=O, FC(F)(F)c1ccc(N2CCNCC2)c2ncccc12, [Na+], O=C1CCN(c2cccc3cccnc23)CC1. Yields the product FC(F)(F)c1ccc(N2CCN(C3CCN(c4cccc5cccnc45)CC3)CC2)c2ncccc12. As a reaction SMILES: [C:38]([O:39][BH-:40]([O:41][C:42](=[O:43])[CH3:44])[O:45][C:46](=[O:47])[CH3:48])(=[O:49])[CH3:50].[F:1][C:2]([c:3]1[c:4]2[cH:5][cH:6][cH:7][n:8][c:9]2[c:10]([N:13]2[CH2:14][CH2:15][NH:16][CH2:17][CH2:18]2)[cH:11][cH:12]1)([F:19])[F:20].[Na+:51].[n:21]1[cH:22][cH:23][cH:24][c:25]2[cH:26][cH:27][cH:28][c:29]([N:31]3[CH2:32][CH2:33][C:34](=[O:37])[CH2:35][CH2:36]3)[c:30]12>>[F:1][C:2]([c:3]1[c:4]2[cH:5][cH:6][cH:7][n:8][c:9]2[c:10]([N:13]2[CH2:14][CH2:15][N:16]([CH:34]3[CH2:33][CH2:32][N:31]([c:29]4[cH:28][cH:27][cH:26][c:25]5[cH:24][cH:23][cH:22][n:21][c:30]54)[CH2:36][CH2:35]3)[CH2:17][CH2:18]2)[cH:11][cH:12]1)([F:19])[F:20].